Dataset: the Open Reaction Database (ORD), a public repository of structured organic reaction records. Task: describe an organic reaction: reactants, conditions, products, and yield Product: Nc1cccc(Cl)c1N. Reactants: CC(=O)O, CC(C)O, Nc1cccc(Cl)c1[N+](=O)[O-], [H][H], O. RXN SMILES: [CH3:12][C:13](=[O:14])[OH:15].[CH:18]([OH:19])([CH3:20])[CH3:21].[Cl:1][c:2]1[c:3]([N+:9]([O-:10])=[O:11])[c:4]([NH2:5])[cH:6][cH:7][cH:8]1.[H:16][H:17].[OH2:22]>>[Cl:1][c:2]1[c:3]([NH2:9])[c:4]([NH2:5])[cH:6][cH:7][cH:8]1. The reactants are ClCC(=O)NC=1C=C2COC(C2=CC1)=O (2-chloro-N-(1-oxo-1,3-dihydroisobenzofuran-5-yl)-acetamide), [OH-].[Na+] (NaOH), Cl (HCl). Solvent: C1CCOC1 (THF), C1CCOC1 (THF). Conditions: temperature 60 celsius, time 2 hour. Product: crude product, ClCCNC=1C=C2COC(C2=CC1)=O (5-(2-chloro-ethylamino)-3H-isobenzofuran-1-one). Isolated yield 42.7%. Reaction SMILES: [Cl:1][CH2:2][C:3]([NH:5][C:6]1[CH:7]=[C:8]2[C:12](=[CH:13][CH:14]=1)[C:11](=[O:15])[O:10][CH2:9]2)=O.Cl.[OH-].[Na+]>C1COCC1>[Cl:1][CH2:2][CH2:3][NH:5][C:6]1[CH:7]=[C:8]2[C:12](=[CH:13][CH:14]=1)[C:11](=[O:15])[O:10][CH2:9]2 |f:2.3|. Reported procedure: To a suspension of 2-chloro-N-(1-oxo-1,3-dihydroisobenzofuran-5-yl)-acetamide (1.0 g, 4.43 mmol) in THF (15 ml) was added 2M borane-methyl sulfide complex solution in THF (6.6 ml, 13.2 mmol) under nitrogen. After stirred at 60° C. under nitrogen for 2 hours, the resulting mixture was cooled in an ice bath, followed by the addition of aqueous HCl solution. The mixture was stirred at room temperature for 20 minutes, then heated at 60° C. for 40 minutes. After cooled to room temperature, the mixtur... Starting materials: C1CCOC1, [Li]CCCC, COC(=O)C=Cc1ccc(OC)cc1, COC1=NC(C(C)C)C(OC)=NC1, CC(=O)O. Yields the product COC(=O)CC(c1ccc(OC)cc1)C1N=C(OC)C(C(C)C)N=C1OC. Reaction SMILES: [CH2:37]1[O:38][CH2:39][CH2:40][CH2:41]1.[CH3:14][CH2:15][CH2:16][CH2:17][Li:18].[CH3:19][O:20][c:21]1[cH:22][cH:23][c:24]([CH:25]=[CH:26][C:27](=[O:28])[O:29][CH3:30])[cH:31][cH:32]1.[CH3:1][O:2][C:3]1=[N:4][CH2:5][C:6]([O:12][CH3:13])=[N:7][CH:8]1[CH:9]([CH3:10])[CH3:11].[CH3:33][C:34](=[O:35])[OH:36]>>[CH3:1][O:2][C:3]1=[N:4][CH:5]([CH:25]([c:24]2[cH:23][cH:22][c:21]([O:20][CH3:19])[cH:32][cH:31]2)[CH2:26][C:27](=[O:28])[O:29][CH3:30])[C:6]([O:12][CH3:13])=[N:7][CH:8]1[CH:9]([CH3:10])[CH3:11]. Reactants: C(C)(=O)OCC.CCCCCC (ethyl acetate n-hexane), C([O-])([O-])=O.[K+].[K+] (potassium carbonate), CI (methyl iodide), C(C)(C)C=1C=CC=C2C=CC(=NC12)C(=O)OC (methyl 8-isopropylquinoline-2-carboxylate). The solvent is CN(C=O)C (N,N-dimethylformamide). Run at temperature 50 celsius, time 1 hour. Yields the product C(C)(C)C=1C=CC=C2C(=CC(=NC12)C(=O)OC)OC (Methyl 8-isopropyl-4-methoxyquinoline-2-carboxylate). The yield is 89.7%. Reaction SMILES: [CH:1]([C:4]1[CH:5]=[CH:6][CH:7]=[C:8]2[C:13]=1[N:12]=[C:11]([C:14]([O:16][CH3:17])=[O:15])[CH:10]=[CH:9]2)([CH3:3])[CH3:2].[C:18](=O)([O-])[O-:19].[K+].[K+].CI.C(OCC)(=O)C.CCCCCC>CN(C)C=O>[CH:1]([C:4]1[CH:5]=[CH:6][CH:7]=[C:8]2[C:13]=1[N:12]=[C:11]([C:14]([O:16][CH3:17])=[O:15])[CH:10]=[C:9]2[O:19][CH3:18])([CH3:3])[CH3:2] |f:1.2.3,5.6|. Procedure: In 10 ml of N,N-dimethylformamide were dissolved 700 mg of methyl 8-isopropylquinoline-2-carboxylate. To the resulting solution were added 1.2 g of potassium carbonate and 195 μl of methyl iodide, followed by stirring at 50° C. for one hour. The reaction mixture was extracted with ethyl acetate. The organic layer was successively washed with water and saturated saline, dried over anhydrous magnesium sulfate and concentrated under reduced pressure. The residue so obtained was subjected to chromat... The reactants are resultant mixture, S(O)(O)(=O)=O (sulfuric acid), [N+](=O)(O)[O-] (nitric acid), [OH-].[NH4+] (ammonium hydroxide), NC1=NC(=C(C(=N1)N)C1=CC=C(C=C1)Cl)CC (2,4-diamino-6-ethyl-5-(4-chlorophenyl)pyrimidine). Reaction conditions: temperature 65 celsius, time 1 hour. The product is NC1=NC(=C(C(=N1)N)C1=CC(=C(C=C1)Cl)[N+](=O)[O-])CC (2,4-diamino-6-ethyl-5-(4-chloro-3-nitrophenyl)pyrimidine). As a reaction SMILES: S(=O)(=O)(O)O.[N+:6]([O-:9])(O)=[O:7].[NH2:10][C:11]1[N:16]=[C:15]([NH2:17])[C:14]([C:18]2[CH:23]=[CH:22][C:21]([Cl:24])=[CH:20][CH:19]=2)=[C:13]([CH2:25][CH3:26])[N:12]=1.[OH-].[NH4+]>>[NH2:10][C:11]1[N:16]=[C:15]([NH2:17])[C:14]([C:18]2[CH:19]=[CH:20][C:21]([Cl:24])=[C:22]([N+:6]([O-:9])=[O:7])[CH:23]=2)=[C:13]([CH2:25][CH3:26])[N:12]=1 |f:3.4|. Procedure details: Concentrated sulfuric acid, 90 mL, and 70% nitric acid, 90 mL, were stirred together during which time the mixture warmed to about 65° C. The mixture was allowed to cool to about 50° C., and 30.0 grams (0.12 mole) of 2,4-diamino-6-ethyl-5-(4-chlorophenyl)pyrimidine (commercially available) was added portionwise during a 45 minute period, while maintaining the reaction mixture temperature at about 50°-53° C. Upon completion of addition, the reaction mixture was stirred for one hour, while still m... Product: ClC=1C(=C(C=CC1)[C@H]1[C@@H](N[C@H]([C@]1(C#N)C1=C(C=C(C=C1)Cl)F)CC(C)(C)C)C(=O)NC=1C=NC=NC1)F ((2R,3S,4R,5S)-3-(3-chloro-2-fluorophenyl)-4-(4-chloro-2-fluorophenyl)-4-cyano-5-neopentyl-N-(pyrimidin-5-yl)pyrrolidine-2-carboxamide). The reactants are ClC=1C(=C(C=CC1)[C@H]1[C@@H](N[C@H]([C@]1(C#N)C1=C(C=C(C=C1)Cl)F)CC(C)(C)C)C(=O)O)F ((2R,3S,4R,5S)-3-(3-chloro-2-fluoro-phenyl)-4-(4-chloro-2-fluoro-phenyl)-4-cyano-5-(2,2-dimethyl-propyl)-pyrrolidine-2-carboxylic acid), CCN(C(C)C)C(C)C (DIPEA), C1(=CC=CC=C1)P(=O)(C1=CC=CC=C1)Cl (DIPHENYLPHOSPHINIC CHLORIDE), N1=CN=CC(=C1)N (PYRIMIDIN-5-AMINE). Conditions: time 20 minute. The solvent is ClCCl (dichloromethane), ClCCl (dichloromethane). As a reaction SMILES: [Cl:1][C:2]1[C:3]([F:31])=[C:4]([C@@H:8]2[C@:12]([C:15]3[CH:20]=[CH:19][C:18]([Cl:21])=[CH:17][C:16]=3[F:22])([C:13]#[N:14])[C@H:11]([CH2:23][C:24]([CH3:27])([CH3:26])[CH3:25])[NH:10][C@H:9]2[C:28](O)=[O:29])[CH:5]=[CH:6][CH:7]=1.CCN(C(C)C)C(C)C.C1(P(Cl)(C2C=CC=CC=2)=O)C=CC=CC=1.[N:56]1[CH:61]=[C:60]([NH2:62])[CH:59]=[N:58][CH:57]=1>ClCCl>[Cl:1][C:2]1[C:3]([F:31])=[C:4]([C@@H:8]2[C@:12]([C:15]3[CH:20]=[CH:19][C:18]([Cl:21])=[CH:17][C:16]=3[F:22])([C:13]#[N:14])[C@H:11]([CH2:23][C:24]([CH3:25])([CH3:27])[CH3:26])[NH:10][C@H:9]2[C:28]([NH:62][C:60]2[CH:61]=[N:56][CH:57]=[N:58][CH:59]=2)=[O:29])[CH:5]=[CH:6][CH:7]=1. Reported procedure: A solution of chiral-(2R,3S,4R,5S)-3-(3-chloro-2-fluoro-phenyl)-4-(4-chloro-2-fluoro-phenyl)-4-cyano-5-(2,2-dimethyl-propyl)-pyrrolidine-2-carboxylic acid (39.4 mg, 84.3 mmol) in dichloromethane (3 ml) was reacted with DIPEA (44.5 mg, 0.343 mmol) and DIPHENYLPHOSPHINIC CHLORIDE (49.7 mg, 0.210 mmol) and stirred for 20 min under argon. PYRIMIDIN-5-AMINE (8.3 mg, 0.0829 mmol, Ark Pharm) was added and stirred 2.5 hrs. The reaction mixture was diluted with dichloromethane, washed with water then wit... Reactants: 17α-hydroxy-15α,16α-methylene-17α-[3-(tetrahydropyran-2-yloxy)propyl]-4-androsten-3-one, C1(=C(C(=O)C(=C(C1=O)Cl)Cl)Cl)Cl (chloranil). Solvent: C(C)(C)(C)O (tert.-butanol). The product is C1(O)=CC=C(O)C=C1 (hydroquinone), C1(=C(C(=O)C(=C(C1=O)Cl)Cl)Cl)Cl (chloranil). As a reaction SMILES: [C:1]1([Cl:12])[C:7](=[O:8])[C:6]([Cl:9])=[C:5]([Cl:10])[C:3](=[O:4])[C:2]=1[Cl:11]>C(O)(C)(C)C>[C:3]1([CH:5]=[CH:6][C:7]([OH:8])=[CH:1][CH:2]=1)[OH:4].[C:6]1([Cl:9])[C:7](=[O:8])[C:1]([Cl:12])=[C:2]([Cl:11])[C:3](=[O:4])[C:5]=1[Cl:10]. Procedure: 10.0 g. of 17α-hydroxy-15α,16α-methylene-17α-[3-(tetrahydropyran-2-yloxy)propyl]-4-androsten-3-one is heated under reflux in 100 ml. of tert.-butanol with 10.0 g. of chloranil for 18 hours. The mixture is filtered off from the precipitate, which has formed (hydroquinone and unreacted chloranil); the filtrate is diluted with ether, washed with sodium bicarbonate solution and water, dried, and evaporated, thus obtaining 10 g. of crude 17β-hydroxy-15α, 16α-methylene-17α-[3-(tetrahydropyran-2-yloxy)...